Dataset: the Open Reaction Database (ORD), a public repository of structured organic reaction records. Task: describe an organic reaction: reactants, conditions, products, and yield Starting materials: [BH4-], CO, Cn1cncc1CC(=O)c1ccc(F)cc1, [Na+]. The product is Cn1cncc1CC(O)c1ccc(F)cc1. Reaction SMILES: [BH4-:17].[CH3:19][OH:20].[F:1][c:2]1[cH:3][cH:4][c:5]([C:8]([CH2:9][c:10]2[cH:11][n:12][cH:13][n:14]2[CH3:15])=[O:16])[cH:6][cH:7]1.[Na+:18]>>[F:1][c:2]1[cH:3][cH:4][c:5]([CH:8]([CH2:9][c:10]2[cH:11][n:12][cH:13][n:14]2[CH3:15])[OH:16])[cH:6][cH:7]1. Reactants: O=C(O)Cc1ccc2c(c1)OCO2, NCc1ccc(F)cc1F. Reagents/catalysts: [B-](F)(F)(F)F.CN(C)C(=[N+](C)C)ON1C(=O)C2C3CC(C2C1=O)C=C3 (TNTU), CCN(C(C)C)C(C)C (DIPEA). Solvent: CN(C)C=O (DMF), CN(C)C=O (DMF), CN(C)C=O (DMF), CN(C)C=O (DMF), CN(C)C=O (DMF), CN(C)C=O (DMF). Conditions: temperature 25 celsius, time 2 hour. Product: O=C(Cc1ccc2c(c1)OCO2)NCc1ccc(F)cc1F. Yield: 36.5%. RXN SMILES: NCc1ccc(F)cc1F.O=C(O)Cc1ccc2c(c1)OCO2.[B-](F)(F)(F)F.CN(C)C(=[N+](C)C)ON1C(=O)C2C3CC(C2C1=O)C=C3.CCN(C(C)C)C(C)C.CN(C)C=O>>O=C(Cc1ccc2c(c1)OCO2)NCc1ccc(F)cc1F. Reactants: O=C(O)c1ncoc1-c1cccc(F)c1, CC(F)(F)c1ccc(Cn2ncc(N)n2)o1. Yields the product CC(F)(F)c1ccc(Cn2ncc(NC(=O)c3ncoc3-c3cccc(F)c3)n2)o1. RXN SMILES: [F:17][c:18]1[cH:19][c:20](-[c:24]2[c:25]([C:29](=[O:30])[OH:31])[n:26][cH:27][o:28]2)[cH:21][cH:22][cH:23]1.[F:1][C:2]([CH3:3])([F:4])[c:5]1[cH:6][cH:7][c:8]([CH2:10][n:11]2[n:12][cH:13][c:14]([NH2:16])[n:15]2)[o:9]1>>[F:1][C:2]([CH3:3])([F:4])[c:5]1[cH:6][cH:7][c:8]([CH2:10][n:11]2[n:12][cH:13][c:14]([NH:16][C:29]([c:25]3[c:24](-[c:20]4[cH:19][c:18]([F:17])[cH:23][cH:22][cH:21]4)[o:28][cH:27][n:26]3)=[O:30])[n:15]2)[o:9]1. Reactants: N1=C(C=CC2=CC=CC=C12)COC=1C=C(C=CC1)O (3-(Quinolin-2-ylmethoxy)-phenol), BrCC1=C(OCC#N)C(=CC=C1)C ((2-bromomethyl-6-methyl-phenoxy)-acetonitrile), C([O-])([O-])=O.[K+].[K+] (potassium carbonate). Reagents/catalysts: [I-].C(CCC)[N+](CCCC)(CCCC)CCCC (tetrabutylammonium iodide). The solvent is CC(=O)C (acetone). Product: N1=C(C=CC2=CC=CC=C12)COC=1C=C(OCC2=C(OCC#N)C(=CC=C2)C)C=CC1 ({2-[3-(Quinolin-2-ylmethoxy)phenoxymethyl]-6-methylphenoxy}acetonitrile). Reaction SMILES: [N:1]1[C:10]2[C:5](=[CH:6][CH:7]=[CH:8][CH:9]=2)[CH:4]=[CH:3][C:2]=1[CH2:11][O:12][C:13]1[CH:14]=[C:15]([OH:19])[CH:16]=[CH:17][CH:18]=1.Br[CH2:21][C:22]1[CH:31]=[CH:30][CH:29]=[C:28]([CH3:32])[C:23]=1[O:24][CH2:25][C:26]#[N:27].C(=O)([O-])[O-].[K+].[K+]>[I-].C([N+](CCCC)(CCCC)CCCC)CCC.CC(C)=O>[N:1]1[C:10]2[C:5](=[CH:6][CH:7]=[CH:8][CH:9]=2)[CH:4]=[CH:3][C:2]=1[CH2:11][O:12][C:13]1[CH:14]=[C:15]([CH:16]=[CH:17][CH:18]=1)[O:19][CH2:21][C:22]1[CH:31]=[CH:30][CH:29]=[C:28]([CH3:32])[C:23]=1[O:24][CH2:25][C:26]#[N:27] |f:2.3.4,5.6|. Procedure details: 3-(Quinolin-2-ylmethoxy)-phenol (1.3 g, 5.4 mmol, example 3), (2-bromomethyl-6-methyl-phenoxy)-acetonitrile (1.56 g, 6.5 mmol, example 24), tetrabutylammonium iodide (99 mg, 0.27 mmol) and potassium carbonate (0.45 g, 3.3 mmol) are refluxed in acetone (20 mL) for 16 h. The reaction is filtered, washed with dichloromethane, concentrated and purified by column chromatography (silica, 1% ether in dichloromethane) to provide the title compound. MS (ESI) 411 (M+H)+. Starting materials: CNC1=CC=CC=C1 (N-methylaniline), CC=1C(=NC(=NC1CC)Cl)N1CC2=CC=CC=C2CC1 (5-methyl-6-ethyl-4-(1,2,3,4-tetrahydroisoquinolin-2-yl)-2-chloropyrimidine). The solvent is CN(C=O)C (dimethylformamide). Product: Cl.CC=1C(=NC(=NC1CC)N(C)C1=CC=CC=C1)N1CC2=CC=CC=C2CC1 (5-methyl-6-ethyl-2-(N-methylphenylamino)-4-(1,2,3,4-tetrahydroisoquinolin-2-yl)pyrimidine hydrochloride). The yield is 52.8%. RXN SMILES: [CH3:1][NH:2][C:3]1[CH:8]=[CH:7][CH:6]=[CH:5][CH:4]=1.[CH3:9][C:10]1[C:11]([N:19]2[CH2:28][CH2:27][C:26]3[C:21](=[CH:22][CH:23]=[CH:24][CH:25]=3)[CH2:20]2)=[N:12][C:13]([Cl:18])=[N:14][C:15]=1[CH2:16][CH3:17]>CN(C)C=O>[ClH:18].[CH3:9][C:10]1[C:11]([N:19]2[CH2:28][CH2:27][C:26]3[C:21](=[CH:22][CH:23]=[CH:24][CH:25]=3)[CH2:20]2)=[N:12][C:13]([N:2]([C:3]2[CH:8]=[CH:7][CH:6]=[CH:5][CH:4]=2)[CH3:1])=[N:14][C:15]=1[CH2:16][CH3:17] |f:3.4|. Procedure: After N-methylaniline(0.40 ml, 3.6 mmol) was added to a mixture solution of 5-methyl-6-ethyl-4-(1,2,3,4-tetrahydroisoquinolin-2-yl)-2-chloropyrimidine(0.7 g, 2.4 mmol) and dimethylformamide(5 ml), 0.50 g of the titled compound was obtained in accordance with the same procedure as in Step 2 of Example 1. Starting materials: [Cl-].[NH4+] (ammonium chloride), ClC1=CC=C(C=C1)N(C(C(F)(F)F)=O)C1CC(NC2=NC=CC=C12)C (N-(4-chlorophenyl)-2,2,2-trifluoro-N-[2-methyl-1,2,3,4-tetrahydro-1,8-naphthyridin-4-yl]acetoamide), C(C)(=O)OC(C)=O (acetic anhydride), C[Si](N[Si](C)(C)C)(C)C.[Na].O1CCCC1 (sodium hexamethyldisilazane tetrahydrofuran). The solvent is O1CCCC1 (tetrahydrofuran). Run at temperature -15 celsius, time 30 minute. Yields the product C(C)(=O)N1[C@H](C[C@H](C2=CC=CN=C12)NC1=CC=C(C=C1)Cl)C (cis-1-acetyl-4-[(4-chlorophenyl)amino]-2-methyl-3,4-dihydro-2H-[1,8]-naphthyridine). Reaction SMILES: [Cl:1][C:2]1[CH:7]=[CH:6][C:5]([N:8]([CH:15]2[C:24]3[C:19](=[N:20][CH:21]=[CH:22][CH:23]=3)[NH:18][CH:17]([CH3:25])[CH2:16]2)C(=O)C(F)(F)F)=[CH:4][CH:3]=1.C[Si](C)(C)N[Si](C)(C)C.[Na].[O:36]1CC[CH2:38][CH2:37]1.C(OC(=O)C)(=O)C.[Cl-].[NH4+]>O1CCCC1>[C:37]([N:18]1[C:19]2[C:24](=[CH:23][CH:22]=[CH:21][N:20]=2)[C@H:15]([NH:8][C:5]2[CH:4]=[CH:3][C:2]([Cl:1])=[CH:7][CH:6]=2)[CH2:16][C@@H:17]1[CH3:25])(=[O:36])[CH3:38] |f:1.2.3,5.6,^1:34|. Reported procedure: [Step 8] 70 mg of the N-(4-chlorophenyl)-2,2,2-trifluoro-N-[2-methyl-1,2,3,4-tetrahydro-1,8-naphthyridin-4-yl]acetoamide were dissolved in 0.3 mL of tetrahydrofuran followed by the addition of a 1.9 M sodium hexamethyldisilazane/tetrahydrofuran solution at −15° C. After stirring for 30 minutes at −15° C., 45 μL of acetic anhydride were added, and the solution was gradually returned to room temperature followed by stirring for 2 hours. Following completion of the reaction, the solution was neutra...